The task is: describe an organic reaction: reactants, conditions, products, and yield. This data is from the Open Reaction Database (ORD), a public repository of structured organic reaction records. The reactants are carboxylic acids, II, 2-alkylated carboxylic acids, carboxylic acids, C(CCC)[Li] (n-butyllithium), CI (methyl iodide), C(C(CCC)CCC)(=O)O (valproic acid), alkyl halides, C(CCC)[Li] (n-butyllithium), aliphatic acids. The solvent is CCCCCC (hexane). Yields the product CC(C(=O)O)(CCC)CCC (2-Methyl-2-propylpentanoic acid). As a reaction SMILES: [CH2:1]([Li])CCC.[C:6]([OH:15])(=[O:14])[CH:7]([CH2:11][CH2:12][CH3:13])[CH2:8][CH2:9][CH3:10].CI>CCCCCC>[CH3:1][C:7]([CH2:11][CH2:12][CH3:13])([CH2:8][CH2:9][CH3:10])[C:6]([OH:15])=[O:14]. Reported procedure: The alkylation of the carboxylic acids at position 2 using alkyl halides is very generally possible with the aid of n-butyllithium at elevated temperature (Pfeffer et al., Alpha-anions of carboxylic acids. II. The formation and alkylation of alpha-metalated aliphatic acids. Journal of Organic Chemistry 37, 451-458 (1972). The methylation of the tertiary carbon atom of valproic acid is possible, for example, by deprotonation of the α-hydrogen atom at C-2 using n-butyllithium in hexane at 50° C. a... Starting materials: N(=O)[O-].[Na+] (NaNO2), NC1=NC=C(C2=CC=CC=C12)[N+](=O)[O-].OS(=O)(=O)O (1-amino-4-nitroisoquinoline H2SO4), N(=O)[O-].[Na+] (NaNO2). The solvent is O (water), Cl (HCl). Conditions: temperature 50 celsius, time 8 hour. Product: OC1=NC=C(C2=CC=CC=C12)[N+](=O)[O-] (1-hydroxy-4-nitroisoquinoline). Yield: 78.8%. As a reaction SMILES: N[C:2]1[C:11]2[C:6](=[CH:7][CH:8]=[CH:9][CH:10]=2)[C:5]([N+:12]([O-:14])=[O:13])=[CH:4][N:3]=1.[OH:15]S(O)(=O)=O.N([O-])=O.[Na+]>Cl.O>[OH:15][C:2]1[C:11]2[C:6](=[CH:7][CH:8]=[CH:9][CH:10]=2)[C:5]([N+:12]([O-:14])=[O:13])=[CH:4][N:3]=1 |f:0.1,2.3|. Reported procedure: Stir a slurry of 1-amino-4-nitroisoquinoline H2SO4 (120 g, 418 mmol) in aqueous HCl (6 N, 2 L) mechanically under nitrogen at 35° C. Add a solution of NaNO2 (72.1 g, 1044 mmol) in water (300 mL) over 1 hour while warming the slurry to 50° C. Heat the mixture an additional 30 minutes then allow to cool to room temperature and stir overnight. Heat the mixture to 50° C., then add a solution of NaNO2 (36 g in 150 mL of water) over 30 minutes. Stir the mixture for 2 hours then heat to 60° C., allow t... Starting materials: C1(=CC=CC=C1)COC[C@H](N)C(=O)O (O-(phenylmethyl)-L-serine), [BH4-].[Na+] (NaBH4), II (I2). Solvent: C1CCOC1 (THF), C1CCOC1 (THF). Reaction conditions: temperature 0 celsius, time 18 hour. Product: N[C@H](CO)COCC1=CC=CC=C1 ((R)-2-Amino-3-(phenylmethoxy)propanol). Yield: 71.8%. As a reaction SMILES: [C:1]1([CH2:7][O:8][CH2:9][C@@H:10]([C:12](O)=[O:13])[NH2:11])[CH:6]=[CH:5][CH:4]=[CH:3][CH:2]=1.[BH4-].[Na+].II>C1COCC1>[NH2:11][C@@H:10]([CH2:9][O:8][CH2:7][C:1]1[CH:6]=[CH:5][CH:4]=[CH:3][CH:2]=1)[CH2:12][OH:13] |f:1.2|. Procedure: A mixture of O-(phenylmethyl)-L-serine (commercial product) (139.0 g; 0.712 mol) and NaBH4 (96%; 75 g; 1.9 mol) in dry THF (700 mL, distilled on sodium/benzophenone), under N2 atmosphere, was slowly added (1.5 hours) with a solution of I2 (181.0 g; 0.713 mol) in dry THF (350 mL) at a temperature of 0 to 15° C. When the addition was completed and the dark color had disappeared, the mixture was refluxed for 18 hours, then cooled at 0° C. and the NaBH4 excess was destroyed with cold water (30 mL), ... Starting materials: ClC1=C(OC(C(=O)OCC)(C)C)C=C(C=C1)C (ethyl 2-(2-chloro-5-methylphenoxy)-2-methylpropionate), CN(C=O)C (dimethylformamide). The solvent is CN1CCCN(C1=O)C (DMPU). Conditions: temperature 200 celsius. The product is C(#N)C1=C(OC(C(=O)OCC)(C)C)C=C(C=C1)C (ethyl 2-(2-cyano-5-methylphenoxy)-2-methylpropionate). Isolated yield 38.0%. RXN SMILES: Cl[C:2]1[CH:16]=[CH:15][C:14]([CH3:17])=[CH:13][C:3]=1[O:4][C:5]([CH3:12])([CH3:11])[C:6]([O:8][CH2:9][CH3:10])=[O:7].[CH3:18][N:19](C)C=O>CN1C(=O)N(C)CCC1>[C:18]([C:2]1[CH:16]=[CH:15][C:14]([CH3:17])=[CH:13][C:3]=1[O:4][C:5]([CH3:12])([CH3:11])[C:6]([O:8][CH2:9][CH3:10])=[O:7])#[N:19]. Procedure details: In a similar manner to Example 48(ii), but starting from ethyl 2-(2-chloro-5-methylphenoxy)-2-methylpropionate instead of ethyl 2-(2-bromo-4-methylphenoxy)-2-methylpropionate and using DMPU as solvent in place of dimethylformamide and heating for 18 hours at 200° C. there was obtained, after evaporation of the dichloromethane extracts a liquid. This was dissolved in ether (200 ml) and the solution washed with water (3×50 ml) to removed the DMPU, then dried (MgSO4) and evaporated. The residue was... The reactants are NCC=1N(C(C2=CC=C(C=C2C1C1=CC=CC=C1)Br)=O)CC(C)C (3-(aminomethyl)-6-bromo-2-isobutyl-4-phenylisoquinolin-1(2H)-one), CN1C(CCC1)=O (N-methylpyrrolidone), [Cl-].[NH4+] (ammonium chloride). The reagents and catalysts are [C-]#N.[Zn+2].[C-]#N (zinc cyanide), C=1C=CC(=CC1)[P](C=2C=CC=CC2)(C=3C=CC=CC3)[Pd]([P](C=4C=CC=CC4)(C=5C=CC=CC5)C=6C=CC=CC6)([P](C=7C=CC=CC7)(C=8C=CC=CC8)C=9C=CC=CC9)[P](C=1C=CC=CC1)(C=1C=CC=CC1)C=1C=CC=CC1 (tetrakis(triphenylphosphine)palladium). Run in O (water), O (Water). Reaction conditions: temperature 25 celsius. Yields the product NCC=1N(C(C2=CC=C(C=C2C1C1=CC=CC=C1)C#N)=O)CC(C)C (3-(Aminomethyl)-2-isobutyl-1-oxo-4-phenyl-1,2-dihydroisoquinoline-6-carbonitrile). The yield is 74.5%. As a reaction SMILES: [NH2:1][CH2:2][C:3]1[N:4]([CH2:21][CH:22]([CH3:24])[CH3:23])[C:5](=[O:20])[C:6]2[C:11]([C:12]=1[C:13]1[CH:18]=[CH:17][CH:16]=[CH:15][CH:14]=1)=[CH:10][C:9](Br)=[CH:8][CH:7]=2.[CH3:25][N:26]1CCCC1=O.[Cl-].[NH4+]>[C-]#N.[Zn+2].[C-]#N.C1C=CC([P]([Pd]([P](C2C=CC=CC=2)(C2C=CC=CC=2)C2C=CC=CC=2)([P](C2C=CC=CC=2)(C2C=CC=CC=2)C2C=CC=CC=2)[P](C2C=CC=CC=2)(C2C=CC=CC=2)C2C=CC=CC=2)(C2C=CC=CC=2)C2C=CC=CC=2)=CC=1.O>[NH2:1][CH2:2][C:3]1[N:4]([CH2:21][CH:22]([CH3:24])[CH3:23])[C:5](=[O:20])[C:6]2[C:11]([C:12]=1[C:13]1[CH:18]=[CH:17][CH:16]=[CH:15][CH:14]=1)=[CH:10][C:9]([C:25]#[N:26])=[CH:8][CH:7]=2 |f:2.3,4.5.6,^1:42,44,63,82|. Procedure details: A mixture of 3-(aminomethyl)-6-bromo-2-isobutyl-4-phenylisoquinolin-1(2H)-one (15.0 g), zinc cyanide (2.74 g), tetrakis(triphenylphosphine)palladium (1.35 g), N-methylpyrrolidone (75 ml) and water (0.75 ml), was stirred under a nitrogen atmosphere at an inner temperature of 54–56° C. To the reaction mixture was added dropwise saturated aqueous ammonium chloride-25% ammonium hydroxide-water (4:1:4, 37.5 ml) over 30 min at the same temperature, and the mixture was stirred for 1 h and below 5° C. f...